Dataset: the Open Reaction Database (ORD), a public repository of structured organic reaction records. Task: describe an organic reaction: reactants, conditions, products, and yield The reactants are N#Cc1c(N)nc2ccccc2c1O, [Na+], [OH-], O=P(Cl)(Cl)Cl. Yields the product N#Cc1c(N)nc2ccccc2c1Cl. As a reaction SMILES: [NH2:1][c:2]1[n:3][c:4]2[cH:5][cH:6][cH:7][cH:8][c:9]2[c:10]([OH:14])[c:11]1[C:12]#[N:13].[Na+:21].[OH-:20].[P:15]([Cl:16])([Cl:17])([Cl:18])=[O:19]>>[NH2:1][c:2]1[n:3][c:4]2[cH:5][cH:6][cH:7][cH:8][c:9]2[c:10]([Cl:17])[c:11]1[C:12]#[N:13]. Yield: 3.5%. The reactants are CC(C=O)C.NCC=O (aminoacetaldehyde dimethyl acetaldehyde), Cl (HCl), [H-].[Na+] (Sodium hydride), CC(C)OC(N[C@@H]1C[C@@H](N(C2=CC=C(C=C12)C#N)C(C)=O)C)=O (1-methylethyl[(2S,4R)-1-acetyl-6-cyano-2-methyl-1,2,3,4-tetrahydro-4-quinolinyl]carbamate), Intermediate 57. Reported procedure: Sodium hydride (60% in mineral oil, 50 mg, 1.25 mmol) was added portionwise to a stirred solution of 1-methylethyl[(2S,4R)-1-acetyl-6-cyano-2-methyl-1,2,3,4-tetrahydro-4-quinolinyl]carbamate (for a preparation see Intermediate 57) (350 mg, 1.1 mmol) in dry methanol (10 mL). The resulting mixture was stirred at room temperature for 48 h then was treated with aminoacetaldehyde dimethyl acetaldehyde (233 mg, 2.2 mmol) and acetic acid (1 mL, excess). The resulting mixture was refluxed for 2 h then w... Run at time 48 hour. The solvent is C(C)(=O)O (acetic acid), CO (methanol), CO (methanol). Product: CC(C)OC(N[C@@H]1C[C@@H](N(C2=CC=C(C=C12)C=1NC=CN1)C(C)=O)C)=O (1-methylethyl[(2S,4R)-1-acetyl-6-(1H-imidazol-2-yl)-2-methyl-1,2,3,4-tetrahydro-4-quinolinyl]carbamate). RXN SMILES: [H-].[Na+].[CH3:3][CH:4]([O:6][C:7](=[O:25])[NH:8][C@H:9]1[C:18]2[C:13](=[CH:14][CH:15]=[C:16]([C:19]#[N:20])[CH:17]=2)[N:12]([C:21](=[O:23])[CH3:22])[C@@H:11]([CH3:24])[CH2:10]1)[CH3:5].CC(C)C=O.[NH2:31][CH2:32][CH:33]=O.Cl>CO.C(O)(=O)C>[CH3:5][CH:4]([O:6][C:7](=[O:25])[NH:8][C@H:9]1[C:18]2[C:13](=[CH:14][CH:15]=[C:16]([C:19]3[NH:31][CH:32]=[CH:33][N:20]=3)[CH:17]=2)[N:12]([C:21](=[O:23])[CH3:22])[C@@H:11]([CH3:24])[CH2:10]1)[CH3:3] |f:0.1,3.4|.